This data is from the Open Reaction Database (ORD), a public repository of structured organic reaction records. The task is: describe an organic reaction: reactants, conditions, products, and yield The reactants are C=CCCN(Cc1ccc(OC)cc1OC)C(=O)C(=C)CCC(=O)OC, ClCCl, [Ru]. The product is COC(=O)CCC1=CCCN(Cc2ccc(OC)cc2OC)C1=O. RXN SMILES: [CH3:1][O:2][C:3]([CH2:4][CH2:5][C:6]([C:8]([N:9]([CH2:10][c:11]1[c:12]([O:19][CH3:20])[cH:13][c:14]([O:17][CH3:18])[cH:15][cH:16]1)[CH2:21][CH2:22][CH:23]=[CH2:7])=[O:25])=[CH2:24])=[O:26].[Cl:27][CH2:28][Cl:29].[Ru:30]>>[CH3:1][O:2][C:3]([CH2:4][CH2:5][C:6]1=[CH:23][CH2:22][CH2:21][N:9]([CH2:10][c:11]2[c:12]([O:19][CH3:20])[cH:13][c:14]([O:17][CH3:18])[cH:15][cH:16]2)[C:8]1=[O:25])=[O:26]. The reactants are Cn1cc(C2=C(c3cccc(N)c3)C(=O)NC2=O)c2ccccc21, CC1(C)OCC(C=O)O1, ClCCl. Yields the product Cn1cc(C2=C(c3cccc(NCC4COC(C)(C)O4)c3)C(=O)NC2=O)c2ccccc21. As a reaction SMILES: [CH3:1][n:2]1[cH:3][c:4]([C:11]2=[C:15]([c:16]3[cH:17][c:18]([NH2:22])[cH:19][cH:20][cH:21]3)[C:14](=[O:23])[NH:13][C:12]2=[O:24])[c:5]2[cH:6][cH:7][cH:8][cH:9][c:10]12.[CH3:25][C:26]1([CH3:33])[O:27][CH2:28][CH:29]([CH:31]=[O:32])[O:30]1.[Cl:34][CH2:35][Cl:36]>>[CH3:1][n:2]1[cH:3][c:4]([C:11]2=[C:15]([c:16]3[cH:17][c:18]([NH:22][CH2:31][CH:29]4[CH2:28][O:27][C:26]([CH3:25])([CH3:33])[O:30]4)[cH:19][cH:20][cH:21]3)[C:14](=[O:23])[NH:13][C:12]2=[O:24])[c:5]2[cH:6][cH:7][cH:8][cH:9][c:10]12.